This data is from the Open Reaction Database (ORD), a public repository of structured organic reaction records. The task is: describe an organic reaction: reactants, conditions, products, and yield The reactants are OC=C1C(N(C2=CC(=C(C=C2C1=O)OC)OC)C(=O)OCC)C (3-hydroxymethylene-6,7-dimethoxy-2-methyl-4-oxo-1,2,3,4-tetrahydro-1-quinoline carboxylic acid, ethyl ester), C(C)(C)N (isopropylamine). The solvent is C1=CC=CC=C1 (benzene). Reaction conditions: time 48 hour. Product: C(C)(C)NC=C1C(N(C2=CC(=C(C=C2C1=O)OC)OC)C(=O)OCC)C (3-Isopropylaminomethylene-6,7-dimethoxy-2-methyl-4-oxo-1,2,3,4-tetrahydro-1-quinoline carboxylic acid, ethyl ester). RXN SMILES: O[CH:2]=[C:3]1[C:12](=[O:13])[C:11]2[C:6](=[CH:7][C:8]([O:16][CH3:17])=[C:9]([O:14][CH3:15])[CH:10]=2)[N:5]([C:18]([O:20][CH2:21][CH3:22])=[O:19])[CH:4]1[CH3:23].[CH:24]([NH2:27])([CH3:26])[CH3:25]>C1C=CC=CC=1>[CH:24]([NH:27][CH:2]=[C:3]1[C:12](=[O:13])[C:11]2[C:6](=[CH:7][C:8]([O:16][CH3:17])=[C:9]([O:14][CH3:15])[CH:10]=2)[N:5]([C:18]([O:20][CH2:21][CH3:22])=[O:19])[CH:4]1[CH3:23])([CH3:26])[CH3:25]. Procedure details: A solution of 3.2 g. of 3-hydroxymethylene-6,7-dimethoxy-2-methyl-4-oxo-1,2,3,4-tetrahydro-1-quinoline carboxylic acid, ethyl ester in 30 ml. of benzene containing 650 mg. of isopropylamine is allowed to stir at room temperature for 48 hrs. The reaction solution is concentrated to give 4 g. of a yellow foam which could not be induced to crystallize. Reactants: ClC1=CC(=C(CN2N=CC3=CC(=CC=C23)\C=C/2\C(NC(S2)=O)=O)C=C1)C(F)(F)F ((5Z)-5-({1-[4-chloro-2-(trifluoromethyl)benzyl]-1H-indazol-5-yl}methylidene)-2,4-dioxo-1,3-thiazolidine), C(C)(C)(C)NCCO (2-(N-tert-butylamino)ethanol). Yields the product C(C)(C)(C)NCCN1C(S\C(\C1=O)=C/C=1C=C2C=NN(C2=CC1)CC1=C(C=C(C=C1)Cl)C(F)(F)F)=O ((5Z)-3-[2-(tert-Butylamino)ethyl]-5-({1-[4-chloro-2-(trifluoromethyl)benzyl]-1H-indazol-5-yl}methylidene)-1,3-thiazolidine-2,4-dione). As a reaction SMILES: [Cl:1][C:2]1[CH:25]=[CH:24][C:5]([CH2:6][N:7]2[C:15]3[C:10](=[CH:11][C:12](/[CH:16]=[C:17]4/[C:18](=[O:23])[NH:19][C:20](=[O:22])[S:21]/4)=[CH:13][CH:14]=3)[CH:9]=[N:8]2)=[C:4]([C:26]([F:29])([F:28])[F:27])[CH:3]=1.[C:30]([NH:34][CH2:35][CH2:36]O)([CH3:33])([CH3:32])[CH3:31]>>[C:30]([NH:34][CH2:35][CH2:36][N:19]1[C:18](=[O:23])/[C:17](=[CH:16]/[C:12]2[CH:11]=[C:10]3[C:15](=[CH:14][CH:13]=2)[N:7]([CH2:6][C:5]2[CH:24]=[CH:25][C:2]([Cl:1])=[CH:3][C:4]=2[C:26]([F:27])([F:29])[F:28])[N:8]=[CH:9]3)/[S:21][C:20]1=[O:22])([CH3:33])([CH3:32])[CH3:31]. Reported procedure: (5Z)-3-[2-(tert-Butylamino)ethyl]-5-({1-[4-chloro-2-(trifluoromethyl)benzyl]-1H-indazol-5-yl}methylidene)-1,3-thiazolidine-2,4-dione was prepared from [(5Z)-5-({1-[4-chloro-2-(trifluoromethyl)benzyl]-1H-indazol-5-yl}methylidene)-2,4-dioxo-1,3-thiazolidine (from Example 1) and 2-(N-tert-butylamino)ethanol following General Procedure J.